From a dataset of the Open Reaction Database (ORD), a public repository of structured organic reaction records. describe an organic reaction: reactants, conditions, products, and yield The reactants are Cl (hydrochloric acid), COC=1C=C(C[Mg]Cl)C=CC1 (3-methoxybenzylmagnesium chloride), C1(C=CCCC1)=O (2-cyclohexen-1-one), C[Si](C)(C)Cl (trimethylsilyl chloride). Solvent: C(C)(=O)OCC (ethyl acetate), O1CCCC1 (tetrahydrofuran), O1CCCC1 (tetrahydrofuran). Conditions: temperature 0 celsius, time 1 hour. Product: COC=1C=C(CC2CC(CCC2)=O)C=CC1 (3-(3-methoxybenzyl)cyclohexanone). Isolated yield 49.1%. RXN SMILES: [CH3:1][O:2][C:3]1[CH:4]=[C:5]([CH:9]=[CH:10][CH:11]=1)[CH2:6][Mg]Cl.[C:12]1(=[O:18])[CH2:17][CH2:16][CH2:15][CH:14]=[CH:13]1.C[Si](Cl)(C)C.Cl>O1CCCC1.C(OCC)(=O)C>[CH3:1][O:2][C:3]1[CH:4]=[C:5]([CH:9]=[CH:10][CH:11]=1)[CH2:6][CH:14]1[CH2:15][CH2:16][CH2:17][C:12](=[O:18])[CH2:13]1. Procedure: To a solution of 3-methoxybenzylmagnesium chloride (19.8 mole) in tetrahydrofuran (20 ml) was added a mixture of 2-cyclohexen-1-one (1.9 g) and trimethylsilyl chloride (5.8 ml) in tetrahydrofuran (30 ml) at -78° C. under N2. The mixture was stirred for 1 hour at 0° C. The reaction mixture was poured into a mixture of ethyl acetate and 1N-hydrochloric acid and the organic layer was washed with saturated sodium bicarbonate aqueous solution and brine. The combined organic extracts were concentrated... The solvent is CCO (EtOH), CCO (EtOH). Procedure: 206 g (1 mol) of 2,4-di-tert-butylphenol were melted and heated to 140° C. under nitrogen. 234 g (1.03 mol) of a 30% strength NaOEt solution in EtOH and 245 g (1.1 mol) of ethyl 2-bromocaproate were metered in simultaneously in the course of 1 hour. During the addition, EtOH was distilled off. After the addition, the reaction was ended. The mixture was cooled to 90° C. and 250 ml of water were added. After separation of the phases and washing with 200 ml of water, 347 g of a viscous yellow oil o... Product: C(C)(C)(C)C1=C(OC(C(=O)OCC)CCCC)C=CC(=C1)C(C)(C)C (ethyl 2-(2,4-di-tert-butylphenoxy)caproate). Run at temperature 140 celsius. The reactants are C(C)(C)(C)C1=C(C=CC(=C1)C(C)(C)C)O (2,4-di-tert-butylphenol), CC[O-].[Na+] (NaOEt), BrC(C(=O)OCC)CCCC (ethyl 2-bromocaproate). RXN SMILES: [C:1]([C:5]1[CH:10]=[C:9]([C:11]([CH3:14])([CH3:13])[CH3:12])[CH:8]=[CH:7][C:6]=1[OH:15])([CH3:4])([CH3:3])[CH3:2].CC[O-].[Na+].Br[CH:21]([CH2:27][CH2:28][CH2:29][CH3:30])[C:22]([O:24][CH2:25][CH3:26])=[O:23]>CCO>[C:1]([C:5]1[CH:10]=[C:9]([C:11]([CH3:14])([CH3:13])[CH3:12])[CH:8]=[CH:7][C:6]=1[O:15][CH:21]([CH2:27][CH2:28][CH2:29][CH3:30])[C:22]([O:24][CH2:25][CH3:26])=[O:23])([CH3:4])([CH3:3])[CH3:2] |f:1.2|. Isolated yield 98.0%. The reactants are Cl (hydrochloric acid), O (water), [B-](F)(F)(F)F.CN(C)C(=[N+](C)C)ON1C(=O)C2[C@@H]3C[C@H](C2C1=O)C=C3 (2-(5-norbornene-2,3-dicarboximido)-1,1,3,3-tetramethyluronium tetrafluoroborate), N[C@@H](CC1=CNC=N1)C(=O)O (histidine), [OH-].[Na+] (sodium hydroxide), O (water), N-octyloxycarbonyl-62 -alanine. Solvent: CC(=O)C (acetone), C(C)N(CC)CC (triethylamine), CN(C=O)C (dimethylformamide). Reaction conditions: temperature 25 celsius, time 1 hour. The product is C(CCCCCCC)OC(=O)NCCC(=O)N[C@@H](CC1=CNC=N1)C(=O)O (N-octyloxycarbonyl-β-alanyl-L-histidine). Isolated yield 63.0%. As a reaction SMILES: [B-](F)(F)(F)F.CN(C(ON1[C:22](=[O:23])[CH:21]2[CH:17]([C@H:18]3[CH:25]=[CH:24][C@@H:20]2[CH2:19]3)C1=O)=[N+](C)C)C.[NH2:26][C@H:27]([C:34]([OH:36])=[O:35])[CH2:28][C:29]1[N:33]=[CH:32][NH:31][CH:30]=1.[OH-:37].[Na+].Cl.[OH2:40]>CN(C)C=O.CC(C)=O.C(N(CC)CC)C>[CH2:22]([O:23][C:32]([NH:31][CH2:30][CH2:29][C:28]([NH:26][C@H:27]([C:34]([OH:36])=[O:35])[CH2:28][C:29]1[N:33]=[CH:32][NH:31][CH:30]=1)=[O:40])=[O:37])[CH2:21][CH2:17][CH2:18][CH2:25][CH2:24][CH2:20][CH3:19] |f:0.1,3.4|. Reported procedure: 30 g of N-octyloxycarbonyl-62 -alanine were dissolved in 300 ml of dimethylformamide and 1 molar equivalent of triethylamine. Next, 1 molar equivalent of 2-(5-norbornene-2,3-dicarboximido)-1,1,3,3-tetramethyluronium tetrafluoroborate was added. The mixture was then stirred for 1 hour at a temperature of 25° C. Next, a solution containing 1.2 molar equivalents of histidine and 1.2 molar equivalents of sodium hydroxide in 100 ml of water were added dropwise, while keeping the temperature below 30°... The reactants are C(C)(C)(C)OC(=O)N1CCC2=C(N(N=C2CC1)CC)OS(=O)(=O)C(F)(F)F (2-ethyl-3-trifluoromethanesulfonyloxy-4,5,7,8-tetrahydro-2H-1,2,6-triaza-azulene-6-carboxylic acid tert-butyl ester), CC1=CC=C(C=C1)B(O)O (4-methylphenylboronic acid). The product is C(C)N1N=C2CCNCCC2=C1C1=CC=C(C=C1)C (2-Ethyl-3-p-tolyl-2,4,5,6,7,8-hexahydro-1,2,6-triaza-azulene). The yield is 109.5%. As a reaction SMILES: C(OC([N:8]1[CH2:17][CH2:16][C:15]2[C:11](=[C:12](OS(C(F)(F)F)(=O)=O)[N:13]([CH2:18][CH3:19])[N:14]=2)[CH2:10][CH2:9]1)=O)(C)(C)C.[CH3:28][C:29]1[CH:34]=[CH:33][C:32](B(O)O)=[CH:31][CH:30]=1>>[CH2:18]([N:13]1[C:12]([C:32]2[CH:33]=[CH:34][C:29]([CH3:28])=[CH:30][CH:31]=2)=[C:11]2[C:15]([CH2:16][CH2:17][NH:8][CH2:9][CH2:10]2)=[N:14]1)[CH3:19]. Procedure details: The title compound (136 mg) was prepared as in Example 177, Steps C and D, using 201 mg of 2-ethyl-3-trifluoromethanesulfonyloxy-4,5,7,8-tetrahydro-2H-1,2,6-triaza-azulene-6-carboxylic acid tert-butyl ester (Example 193, Step A) and 198 mg of 4-methylphenylboronic acid. MS (ESI): exact mass calculated for C16H21N3, 255.17. found, m/z 256.5 [M+H]+. 1H NMR (500 MHz, CD3OD): 7.38 (d, J=8.0 Hz, 2H), 7.25 (d, J=8.0 Hz, 2H), 4.67 (br s, 1H), 4.05 (q, J=7.1 Hz, 2H), 3.92-3.41 (m, 2H), 3.28-3.18 (m, 3H)...